Dataset: the Open Reaction Database (ORD), a public repository of structured organic reaction records. Task: describe an organic reaction: reactants, conditions, products, and yield Reactants: O=C([O-])[O-], CCOC(C)=O, O=[N+]([O-])c1ccc(F)cc1, [K+], [K+], CN(C)C=O, O, Oc1ccc2ccccc2c1. Yields the product O=[N+]([O-])c1ccc(Oc2ccc3ccccc3c2)cc1. As a reaction SMILES: [C:11](=[O:12])([O-:13])[O-:14].[CH3:34][CH2:35][O:36][C:37]([CH3:38])=[O:39].[F:1][c:2]1[cH:3][cH:4][c:5]([N+:8](=[O:9])[O-:10])[cH:6][cH:7]1.[K+:15].[K+:16].[O:29]=[CH:30][N:31]([CH3:32])[CH3:33].[OH2:28].[OH:17][c:18]1[cH:19][cH:20][c:21]2[cH:22][cH:23][cH:24][cH:25][c:26]2[cH:27]1>>[c:2]1([O:17][c:18]2[cH:19][cH:20][c:21]3[cH:22][cH:23][cH:24][cH:25][c:26]3[cH:27]2)[cH:3][cH:4][c:5]([N+:8](=[O:9])[O-:10])[cH:6][cH:7]1. The reactants are O.[OH-].[Li+] (lithium hydroxide monohydrate), solution, O1CCCC1 (tetrahydrofuran), C=1(C(=CC=CC1)C(=O)CN1C(C(CN(C2=C1C=C(C=C2)C)C(=O)C=2OC=CC2)NC(=O)NC2=CC(=CC=C2)C(=O)OCC)=O)C (1-[1-(2-Toluoylmethyl)-2-oxo-5-(furan-2-ylcarbonyl)-8-methyl-1,3,4,5-tetrahydro-2H-1,5-benzodiazepin-3-yl]-3-(3-ethoxycarbonylphenyl)urea). Run in CO (methanol). The product is C=1(C(=CC=CC1)C(=O)CN1C(C(CN(C2=C1C=C(C=C2)C)C(=O)C=2OC=CC2)NC(NC=2C=C(C(=O)O)C=CC2)=O)=O)C (3-[3-[1-(2-toluoylmethyl)-2-oxo-5-(furan-2-ylcarbonyl)-8-methyl-1,3,4,5-tetrahydro-2H-1,5-benzodiazepin-3-yl]ureido]benzoic acid). The yield is 57.9%. RXN SMILES: [C:1]1([CH3:45])[C:2]([C:7]([CH2:9][N:10]2[C:16]3[CH:17]=[C:18]([CH3:21])[CH:19]=[CH:20][C:15]=3[N:14]([C:22]([C:24]3[O:25][CH:26]=[CH:27][CH:28]=3)=[O:23])[CH2:13][CH:12]([NH:29][C:30]([NH:32][C:33]3[CH:38]=[CH:37][CH:36]=[C:35]([C:39]([O:41]CC)=[O:40])[CH:34]=3)=[O:31])[C:11]2=[O:44])=[O:8])=[CH:3][CH:4]=[CH:5][CH:6]=1.O.[OH-].[Li+].O1CCCC1>CO>[C:1]1([CH3:45])[C:2]([C:7]([CH2:9][N:10]2[C:16]3[CH:17]=[C:18]([CH3:21])[CH:19]=[CH:20][C:15]=3[N:14]([C:22]([C:24]3[O:25][CH:26]=[CH:27][CH:28]=3)=[O:23])[CH2:13][CH:12]([NH:29][C:30](=[O:31])[NH:32][C:33]3[CH:34]=[C:35]([CH:36]=[CH:37][CH:38]=3)[C:39]([OH:41])=[O:40])[C:11]2=[O:44])=[O:8])=[CH:3][CH:4]=[CH:5][CH:6]=1 |f:1.2.3|. Reported procedure: 1-[1-(2-Toluoylmethyl)-2-oxo-5-(furan-2-ylcarbonyl)-8-methyl-1,3,4,5-tetrahydro-2H-1,5-benzodiazepin-3-yl]-3-(3-ethoxycarbonylphenyl)urea (429 mg) was dissolved in methanol (22 ml), aqueous lithium hydroxide monohydrate (148 mg) solution (11 ml) and tetrahydrofuran (11 ml) were added, and the mixture was refluxed for one hour. The reaction mixture was concentrated under reduced pressure, the residue was dissolved in water (150 ml), the solution was washed with diethyl ether, acidified with 1N hy...